From a dataset of the Open Reaction Database (ORD), a public repository of structured organic reaction records. describe an organic reaction: reactants, conditions, products, and yield The reactants are Cl (HCl), FC1=NC=C(C(=C1)I)C(C)OCOC (2-fluoro-4-iodo-5-(1-methoxymethoxy-ethyl)-pyridine). The solvent is CO (methanol), C([O-])([O-])=O.[Na+].[Na+] (sodium carbonate). Reaction conditions: time 8 hour. Product: FC1=CC(=C(C=N1)C(C)O)I (1-(6-Fluoro-4-iodo-pyridin-3-yl)-ethanol). The yield is 87.8%. Reaction SMILES: Cl.[F:2][C:3]1[CH:8]=[C:7]([I:9])[C:6]([CH:10]([O:12]COC)[CH3:11])=[CH:5][N:4]=1>CO.C(=O)([O-])[O-].[Na+].[Na+]>[F:2][C:3]1[N:4]=[CH:5][C:6]([CH:10]([OH:12])[CH3:11])=[C:7]([I:9])[CH:8]=1 |f:3.4.5|. Reported procedure: Add 1 N HCl (5 mL) to a solution of 2-fluoro-4-iodo-5-(1-methoxymethoxy-ethyl)-pyridine (1 g, 3.2 mmol) in methanol (10 mL). Stir the mixture overnight. Dilute the reaction mixture with sodium carbonate (2 N). Extract the product into chloroform. Dry the organic phase over sodium sulfate. Concentrate the solution in vacuo. Purify the crude by column chromatography (10% methanol in DCM) to afford the title compound as a white solid (0.75 g, 87%). MS (ES) m/z 268 [M+1]+. Reactants: NC1=NC=2CC(CC(C2C=N1)=O)C1=C(C=CC=C1)Br (2-amino-7-(2-bromo-phenyl)-7,8-dihydro-6H-quinazolin-5-one), NC1=NC=2CC(CC(C2C=N1)=O)C1=C(C=C(C=C1)F)C=1C=NC=CC1 (2-amino-7-(4-fluoro-2-pyridin-3-yl-phenyl)-7,8-dihydro-6H-quinazolin-5-one), N1=CC=C(C=C1)B(O)O (4-pyridyl boronic acid). The product is NC1=NC=2CC(CC(C2C=N1)=O)C1=C(C=CC=C1)C1=CC=NC=C1 (2-Amino-7-(2-pyridin-4-yl-phenyl)-7,8-dihydro-6H-quinazolin-5-one). As a reaction SMILES: [NH2:1][C:2]1[N:11]=[CH:10][C:9]2[C:8](=[O:12])[CH2:7][CH:6]([C:13]3[CH:18]=[CH:17][CH:16]=[CH:15][C:14]=3Br)[CH2:5][C:4]=2[N:3]=1.NC1N=CC2C(=O)CC(C3C=CC(F)=CC=3[C:39]3[CH:40]=[N:41][CH:42]=[CH:43][CH:44]=3)CC=2N=1.N1C=CC(B(O)O)=CC=1>>[NH2:1][C:2]1[N:11]=[CH:10][C:9]2[C:8](=[O:12])[CH2:7][CH:6]([C:13]3[CH:18]=[CH:17][CH:16]=[CH:15][C:14]=3[C:44]3[CH:43]=[CH:42][N:41]=[CH:40][CH:39]=3)[CH2:5][C:4]=2[N:3]=1. Procedure details: The title compound was prepared from 2-amino-7-(2-bromo-phenyl)-7,8-dihydro-6H-quinazolin-5-one (example 2/h stage 2), following the procedure describing the synthesis of 2-amino-7-(4-fluoro-2-pyridin-3-yl-phenyl)-7,8-dihydro-6H-quinazolin-5-one using 4-pyridyl boronic acid instead of 3-pyridyl boronic acid. Reactants: ketone, BrC(C(=O)C1=CC=C(C=C1)O)C (2-bromo-4'-hydroxypropiophenone), C(C1=CC=CC=C1)C1=CC=NC=C1 (4-benzylpyridine), CO (methanol). The solvent is C(C)O (ethanol). Product: [Br-].C(C1=CC=CC=C1)C1=CC=[N+](C=C1)C(C)C(=O)C1=CC=C(C=C1)O (4-benzyl-1-[1-(4-hydroxyphenylcarbonyl)ethyl]-pyridinium bromide). As a reaction SMILES: [Br:1][CH:2]([CH3:12])[C:3]([C:5]1[CH:10]=[CH:9][C:8]([OH:11])=[CH:7][CH:6]=1)=[O:4].[CH2:13]([C:20]1[CH:25]=[CH:24][N:23]=[CH:22][CH:21]=1)[C:14]1[CH:19]=[CH:18][CH:17]=[CH:16][CH:15]=1.CO>C(O)C>[Br-:1].[CH2:13]([C:20]1[CH:25]=[CH:24][N+:23]([CH:2]([C:3]([C:5]2[CH:10]=[CH:9][C:8]([OH:11])=[CH:7][CH:6]=2)=[O:4])[CH3:12])=[CH:22][CH:21]=1)[C:14]1[CH:15]=[CH:16][CH:17]=[CH:18][CH:19]=1 |f:4.5|. Procedure: In the condensation step, the condensation reaction between 2-bromo-4'-hydroxypropiophenone and 4-benzylpyridine is smoothly promoted in the presence of methanol and/or ethanol whereby a ketone compound of the general formula: ##STR2## i.e. 4-benzyl-1-[1-(4-hydroxyphenylcarbonyl)ethyl]-pyridinium bromide is formed in the reaction mixture. The time and the temperature adopted for the condensation reaction are usually 3-6 hours and 60°-90° C., respectively. The reaction mixture thus obtained is di... Reactants: [O-]P(=O)([O-])[O-].[K+].[K+].[K+] (K3PO4), C(CO)O (ethylene glycol), C(C1=CC=CC=C1)N (benzylamine), IC=1C=C(C#N)C=CC1 (3-iodobenzonitrile). The reagents and catalysts are [Cu]I (copper(I) iodide). Solvent: CC(C)O (2-propanol), CCCCCC.C(C)(=O)OCC (hexane ethyl acetate). Product: C(#N)C=1C=C(C=CC1)NCC1=CC=CC=C1 (N-(3-cyanophenyl)benzylamine). The yield is 79.2%. RXN SMILES: [O-]P([O-])([O-])=O.[K+].[K+].[K+].[CH2:9]([NH2:16])[C:10]1[CH:15]=[CH:14][CH:13]=[CH:12][CH:11]=1.I[C:18]1[CH:19]=[C:20]([CH:23]=[CH:24][CH:25]=1)[C:21]#[N:22].C(O)CO>[Cu]I.CCCCCC.C(OCC)(=O)C.CC(O)C>[C:9]([C:10]1[CH:15]=[C:14]([NH:22][CH2:21][C:20]2[CH:23]=[CH:24][CH:25]=[CH:18][CH:19]=2)[CH:13]=[CH:12][CH:11]=1)#[N:16] |f:0.1.2.3,8.9|. Procedure details: The general procedure under argon was followed using copper(I) iodide (10 mg, 0.05 mmol), K3PO4 (425 mg, 2.00 mmol), benzylamine (131 μL, 1.20 mmol), 3-iodobenzonitrile (229 mg, 1.00 mmol), ethylene glycol (111 μL, 2.00 mmol) and 2-propanol (1.0 mL). Column chromatography using a solvent mixture (hexane/ethyl acetate=5/1, Rf=0.5) afforded N-(3-cyanophenyl)benzylamine (165 mg, 80% isolated yield) as light yellow solid. The spectral data (1H NMR) matched with the literature references and GC analy... Reactants: C1CCOC1, [Li]CCCC, CCCCCCC(C)(C)C(=O)OC, COP(C)(=O)OC, CC(=O)O, O. Yields the product CCCCCCC(C)(C)C(=O)CP(=O)(OC)OC. Reaction SMILES: [CH2:30]1[O:31][CH2:32][CH2:33][CH2:34]1.[CH2:8]([Li:9])[CH2:10][CH2:11][CH3:12].[CH3:13][C:14]([C:15](=[O:16])[O:17][CH3:18])([CH2:19][CH2:20][CH2:21][CH2:22][CH2:23][CH3:24])[CH3:25].[CH3:1][P:2]([O:3][CH3:4])([O:5][CH3:6])=[O:7].[CH3:26][C:27](=[O:28])[OH:29].[OH2:35]>>[CH2:1]([P:2]([O:3][CH3:4])([O:5][CH3:6])=[O:7])[C:15]([C:14]([CH3:13])([CH2:19][CH2:20][CH2:21][CH2:22][CH2:23][CH3:24])[CH3:25])=[O:16]. Starting materials: S(=O)(=O)(O)O.CSC(N)=N (S-methylthiopseudourea sulfate), C(CCCCN)N (1,5-pentanediamine), amine. Solvent: O (water), O (water). Reaction conditions: time 1 hour. Yields the product CC1=NC(=NC(=C1)C)NCCCCCN (5-(4,6-dimethyl-2-pyrimidylamino)-1-pentanamine). RXN SMILES: [CH2:1]([NH2:7])[CH2:2][CH2:3][CH2:4][CH2:5][NH2:6].S(O)(O)(=O)=O.CS[C:15](=[NH:17])[NH2:16]>O>[CH3:1][C:2]1[CH:3]=[C:4]([CH3:5])[N:17]=[C:15]([NH:6][CH2:5][CH2:4][CH2:3][CH2:2][CH2:1][NH2:7])[N:16]=1 |f:1.2|. Reported procedure: To 1,5-pentanediamine (1 g) dissolved in 10 ml water was added S-methylthiopseudourea sulfate (1.36 g) in 10 ml. of water. The amine solution was held at 45°-48° during the addition which took 1 hour. Stirring was continued for 8 hours. The volume was evaporated to about 10 ml under a stream of N2 on the steam bath. Ethanol (10 ml) and 10% NaHCO3 (10 ml) plus 10 ml of 2,4-pentanedione were added and the solution refluxed overnight. After brief cooling the solution was acidified to pH 1-2 and hea... The reactants are CC(C)(C)OCC(NC(=O)OCc1ccccc1)C(=O)O, C1CCOC1, CN1CCOCC1, CC(C)COC(=O)Cl, [NH4+], [OH-]. Yields the product CC(C)(C)OCC(NC(=O)OCc1ccccc1)C(N)=O. As a reaction SMILES: [CH2:1]([c:2]1[cH:3][cH:4][cH:5][cH:6][cH:7]1)[O:8][C:9](=[O:10])[NH:11][CH:12]([C:13](=[O:14])[OH:15])[CH2:16][O:17][C:18]([CH3:19])([CH3:20])[CH3:21].[CH2:39]1[O:40][CH2:41][CH2:42][CH2:43]1.[CH3:30][N:31]1[CH2:32][CH2:33][O:34][CH2:35][CH2:36]1.[Cl:22][C:23]([O:24][CH2:25][CH:26]([CH3:27])[CH3:28])=[O:29].[NH4+:37].[OH-:38]>>[CH2:1]([c:2]1[cH:3][cH:4][cH:5][cH:6][cH:7]1)[O:8][C:9](=[O:10])[NH:11][CH:12]([C:13](=[O:14])[NH2:31])[CH2:16][O:17][C:18]([CH3:19])([CH3:20])[CH3:21].